The task is: describe an organic reaction: reactants, conditions, products, and yield. This data is from the Open Reaction Database (ORD), a public repository of structured organic reaction records. Reactants: ICCCCCCCCCCCCNC(OC(C)(C)C)=O (tert-butyl N-(12-iodododecyl)carbamate), Cl (hydrochloric acid). Run in C(C)(=O)OCC (ethyl acetate). Conditions: time 0.5 hour. Yields the product Cl.ICCCCCCCCCCCCN (12-Iodododecylamine hydrochloride). Reaction SMILES: [I:1][CH2:2][CH2:3][CH2:4][CH2:5][CH2:6][CH2:7][CH2:8][CH2:9][CH2:10][CH2:11][CH2:12][CH2:13][NH:14]C(=O)OC(C)(C)C.[ClH:22]>C(OCC)(=O)C>[ClH:22].[I:1][CH2:2][CH2:3][CH2:4][CH2:5][CH2:6][CH2:7][CH2:8][CH2:9][CH2:10][CH2:11][CH2:12][CH2:13][NH2:14] |f:3.4|. Procedure: To a solution of 0.33 g of tert-butyl N-(12-iodododecyl)carbamate in 25 ml of ethyl acetate was added 2.6 ml of hydrochloric acid and the mixture was stirred for 0.5 hour. The reaction solution was distilled off under reduced pressure. The residue was dissolved in chloroform, washed with water and then dried over anhydrous sodium sulfate. The solvent was distilled off under reduced pressure. Crystallization from ethyl acetate and hexane afforded 0.17 g of the title compound.